Dataset: the Open Reaction Database (ORD), a public repository of structured organic reaction records. Task: describe an organic reaction: reactants, conditions, products, and yield The reactants are FC1(C(CC(CC1)(O)CNC(=O)C=1C=2C=CC(=NC2C=CC1Cl)Cl)C)F (2,6-dichloro-quinoline-5-carboxylic acid (4,4-difluoro-1-hydroxy-3-methyl-cyclohexylmethyl)-amide), CCN(C(C)C)C(C)C (DIPEA), Cl.Cl.N1(CCCC1)C1CNCC1 (3-pyrrolidin-yl-pyrrolidine dihydrochloride). Yields the product FC1(C(CC(CC1)(O)CNC(=O)C=1C=2C=CC(=NC2C=CC1Cl)N1CC(CC1)N1CCCC1)C)F (6-Chloro-2-(3-pyrrolidinyl-pyrrolidin-1-yl)-quinoline-5-carboxylic acid (4,4-difluoro-1-hydroxy-3-methyl-cyclohexylmethyl)-amide). RXN SMILES: [F:1][C:2]1([F:26])[CH2:7][CH2:6][C:5]([CH2:9][NH:10][C:11]([C:13]2[C:14]3[CH:15]=[CH:16][C:17](Cl)=[N:18][C:19]=3[CH:20]=[CH:21][C:22]=2[Cl:23])=[O:12])([OH:8])[CH2:4][CH:3]1[CH3:25].CCN(C(C)C)C(C)C.Cl.Cl.[N:38]1([CH:43]2[CH2:47][CH2:46][NH:45][CH2:44]2)[CH2:42][CH2:41][CH2:40][CH2:39]1>>[F:1][C:2]1([F:26])[CH2:7][CH2:6][C:5]([CH2:9][NH:10][C:11]([C:13]2[C:14]3[CH:15]=[CH:16][C:17]([N:45]4[CH2:46][CH2:47][CH:43]([N:38]5[CH2:42][CH2:41][CH2:40][CH2:39]5)[CH2:44]4)=[N:18][C:19]=3[CH:20]=[CH:21][C:22]=2[Cl:23])=[O:12])([OH:8])[CH2:4][CH:3]1[CH3:25] |f:2.3.4|. Procedure details: The title compound was synthesized according to the procedure described in example 1 using 2,6-dichloro-quinoline-5-carboxylic acid (4,4-difluoro-1-hydroxy-3-methyl-cyclohexylmethyl)-amide, DIPEA and 3-pyrrolidin-yl-pyrrolidine dihydrochloride. 1H NMR (400 MHz, DMSO-d6) δ ppm 8.75 (1H), 7.85 (m, 1H), 7.58 (2H), 7.05 (1H), 5.43-5.56 (1H), 4.66 (s, 1H), 3.89 (m, 2H), 3.70 (m, 1H), 3.55 (m, 1H), 3.26 (m, 2H), 2.24 (m, 2H), 2.06 (m, 4H), 1.85 (m, 2H), 1.74-1.56 (m, 3H), 1.27-1.32 (m, 1H), 1.00 (d, 3... The reactants are N#N (N2), C1=CC=C(C=C1)P(C2=CC=CC=C2)C3=CC=CC=C3 (PPh3), C(C)OC(=O)C12NC(C3CC(CN3C(N(CCCCC=CC2C1)C)=O)O)=O (17-Hydroxy-13-methyl-2,14-dioxo-3,13,15-triaza-tricyclo[13.3.0.0*4,6*]octadec-7-ene-4-carboxylic acid ethyl ester), CC(C)OC(=O)/N=N/C(=O)OC(C)C (DIAD), FC=1C=C(C=CC1)C1=NC2=C(C(=CC=C2C(=N1)O)OC)C (2-(3-Fluoro-phenyl)-7-methoxy-8-methyl-quinazolin-4-ol). Solvent: CN(C)C=O (DMF), C1CCOC1 (THF). Conditions: time 18 hour. Product: C(C)OC(=O)C12NC(C3CC(CN3C(N(CCCCC=CC2C1)C)=O)OC1=NC(=NC2=C(C(=CC=C12)OC)C)C1=CC(=CC=C1)F)=O (17-[2-(3-Fluoro-phenyl)-7-methoxy-8-methyl-quinazolin-4-yloxy]-13-methyl-2,14-dioxo-3,13,15-triaza-tricyclo[13.3.0.0*4,6*]octadec-7-ene-4-carboxylic acid ethyl ester). The yield is 74.7%. RXN SMILES: C1C=CC(P(C2C=CC=CC=2)C2C=CC=CC=2)=CC=1.[CH2:20]([O:22][C:23]([C:25]12[CH2:42][CH:41]1[CH:40]=[CH:39][CH2:38][CH2:37][CH2:36][CH2:35][N:34]([CH3:43])[C:33](=[O:44])[N:32]1[CH:28]([CH2:29][CH:30]([OH:45])[CH2:31]1)[C:27](=[O:46])[NH:26]2)=[O:24])[CH3:21].[F:47][C:48]1[CH:49]=[C:50]([C:54]2[N:63]=[C:62](O)[C:61]3[C:56](=[C:57]([CH3:67])[C:58]([O:65][CH3:66])=[CH:59][CH:60]=3)[N:55]=2)[CH:51]=[CH:52][CH:53]=1.N#N.CC(OC(/N=N/C(OC(C)C)=O)=O)C>C1COCC1.CN(C=O)C>[CH2:20]([O:22][C:23]([C:25]12[CH2:42][CH:41]1[CH:40]=[CH:39][CH2:38][CH2:37][CH2:36][CH2:35][N:34]([CH3:43])[C:33](=[O:44])[N:32]1[CH:28]([CH2:29][CH:30]([O:45][C:62]3[C:61]4[C:56](=[C:57]([CH3:67])[C:58]([O:65][CH3:66])=[CH:59][CH:60]=4)[N:55]=[C:54]([C:50]4[CH:51]=[CH:52][CH:53]=[C:48]([F:47])[CH:49]=4)[N:63]=3)[CH2:31]1)[C:27](=[O:46])[NH:26]2)=[O:24])[CH3:21]. Procedure: PPh3 (415 mg, 1.58 mmol) was added to a stirred solution of the alcohol 51 (300 mg, 0.79 mmol) and the quinazolinol 127 (247 mg, 0.87 mmol) in dry THF (35 mL) and dry DMF 7 mL. The reaction was placed under an inert atmosphere (N2) at room temperature. DIAD (311 μL, 1.58 mmol) was added. The reaction mixture was stirred for 18 h. A precipitation was formed in the flask and more white solid precipitated after addition of 40 mL diethyl ether. The precipitation was filtered off and washed with diet... Starting materials: C(C)(C)(C)OC(=O)N1[C@H](C=O)C[C@H](C1)O[Si](C)(C)C(C)(C)C ((2S,4R)-N-t-butoxycarbonyl-4-(t-butyldimethylsiloxy)prolinal), [Mg] (Magnesium), BrCCBr (1,2-dibromoethane), BrC1=CC2=CC=CC=C2C=C1 (2-bromonaphthalene). Run in O (water), O1CCCC1 (tetrahydrofuran), C(C)OCC (diethyl ether), C(C)OCC (diethyl ether). Run at time 1 hour. The product is C(C)(C)(C)OC(=O)N1[C@@H](C[C@H](C1)O[Si](C)(C)C(C)(C)C)C(C1=CC2=CC=CC=C2C=C1)O ((2S,4R)-N-t-butoxycarbonyl-4-t-butyldimethylsiloxy-2-[hydroxy(2-naphthyl)methyl]pyrrolidine). Isolated yield 67.4%. Reaction SMILES: [Mg].BrCCBr.Br[C:7]1[CH:16]=[CH:15][C:14]2[C:9](=[CH:10][CH:11]=[CH:12][CH:13]=2)[CH:8]=1.[C:17]([O:21][C:22]([N:24]1[CH2:30][C@H:29]([O:31][Si:32]([C:35]([CH3:38])([CH3:37])[CH3:36])([CH3:34])[CH3:33])[CH2:28][C@H:25]1[CH:26]=[O:27])=[O:23])([CH3:20])([CH3:19])[CH3:18]>C(OCC)C.O1CCCC1.O>[C:17]([O:21][C:22]([N:24]1[CH2:30][C@H:29]([O:31][Si:32]([C:35]([CH3:38])([CH3:37])[CH3:36])([CH3:34])[CH3:33])[CH2:28][C@H:25]1[CH:26]([OH:27])[C:7]1[CH:16]=[CH:15][C:14]2[C:9](=[CH:10][CH:11]=[CH:12][CH:13]=2)[CH:8]=1)=[O:23])([CH3:20])([CH3:19])[CH3:18]. Reported procedure: Magnesium (3.4 g) and a solution of 1,2-dibromoethane (5.3 ml, 60.8 mmol) in diethyl ether (40 ml) were successively added to a solution of 2-bromonaphthalene (12.6 g, 60.8 mmol) in diethyl ether (160 ml) at room temperature in a nitrogen stream and this reaction solution was refluxed under heating for 2.5 hours. The reaction solution was gradually cooled and a solution of (2S,4R)-N-t-butoxycarbonyl-4-(t-butyldimethylsiloxy)prolinal (10 g, 30.4 mmol) in tetrahydrofuran (50 ml) was added dropwise... Yield: 98.1%. RXN SMILES: [Cl:1][C:2]1[CH:3]=[CH:4][C:5]2[S:9][C:8](=O)[N:7](C)[C:6]=2[CH:12]=1.O.[OH-].[K+]>C(O)C>[Cl:1][C:2]1[CH:3]=[CH:4][C:5]([SH:9])=[C:6]([NH:7][CH3:8])[CH:12]=1 |f:2.3|. Reported procedure: 5-Chloro-3-methyl-2-benzothiazolinone (70.0 g) was added to a mixture of water (118 ml), ethanol (350 ml) and potassium hydroxide (78.6 g). The solution was refluxed with stirring for three hours. After the solvent was evaporated under reduced pressure, the residual oil was dissolved in water. After removal of insoluble yellow crystals by filtration, the filtrate was neutralized with 2N-acetic acid, then resulting oily substance was extracted with ethyl acetate. The extract was washed with water... Run at time 3 hour. Yields the product ClC1=CC(=C(C=C1)S)NC (4-chloro-2-methylaminothiophenol). Starting materials: ClC=1C=CC2=C(N(C(S2)=O)C)C1 (5-Chloro-3-methyl-2-benzothiazolinone), O (water), [OH-].[K+] (potassium hydroxide). Run in C(C)O (ethanol). Reactants: [N+](=O)(O)[O-] (nitric acid), N(=O)[O-].[Na+] (sodium nitrite), OCC1=CN=C(N1C(C)C)S (5-hydroxymethyl-1-isopropyl-2-mercaptoimidazole), C([O-])([O-])=O.[K+].[K+] (potassium carbonate). Run in O (water). Reaction conditions: time 2 hour. Yields the product OCC1=CN=CN1C(C)C (5-hydroxymethyl-1-isopropylimidazole). The yield is 38.4%. Reaction SMILES: [N+]([O-])(O)=O.N([O-])=O.[Na+].[OH:9][CH2:10][C:11]1[N:15]([CH:16]([CH3:18])[CH3:17])[C:14](S)=[N:13][CH:12]=1.C(=O)([O-])[O-].[K+].[K+]>O>[OH:9][CH2:10][C:11]1[N:15]([CH:16]([CH3:18])[CH3:17])[CH:14]=[N:13][CH:12]=1 |f:1.2,4.5.6|. Procedure details: To 5.0M nitric acid (81 ml) was added sodium nitrite (248 mg), and 5-hydroxymethyl-1-isopropyl-2-mercaptoimidazole (15.5 g) was added by portions at 0° C. The mixture was allowed to be at room temperature and the mixture was stirred for 2 hours, and water (100 ml) was added to the mixture. The mixture was neutralized with potassium carbonate at 0° C., and the solvent was distilled off under reduced pressure. Ethanol was added to the mixture, and the insolubles were filtered off, and the solvent ...